Task: describe an organic reaction: reactants, conditions, products, and yield. Dataset: the Open Reaction Database (ORD), a public repository of structured organic reaction records Reactants: N1(CCOCC1)CCNC1=NC=CC(=N1)C=1C=C(C(N(N1)COCC[Si](C)(C)C)=O)C1=NC2=C(N1COCC[Si](C)(C)C)C=CC=C2 (6-[2-(2-morpholin-4-ylethylamino)pyrimidin-4-yl]-2-(2-trimethylsilanyl-ethoxymethyl)-4-[1-(2-trimethylsilanylethoxymethyl)-1H-benzimidazol-2-yl]-2H-pyridazin-3-one). The solvent is ClCCl (dichloromethane), FC(C(=O)O)(F)F (trifluoroacetic acid). Reaction conditions: time 2 hour. Product: N1C(=NC2=C1C=CC=C2)C=2C(NN=C(C2)C2=NC(=NC=C2)NCCN2CCOCC2)=O (4-(1H-Benzimidazol-2-yl)-6-[2-(2-morpholin-4-ylethylamino)pyrimidin-4-yl]-2H-pyridazin-3-one). As a reaction SMILES: [N:1]1([CH2:7][CH2:8][NH:9][C:10]2[N:15]=[C:14]([C:16]3[CH:17]=[C:18]([C:31]4[N:35](COCC[Si](C)(C)C)[C:34]5[CH:44]=[CH:45][CH:46]=[CH:47][C:33]=5[N:32]=4)[C:19](=[O:30])[N:20](COCC[Si](C)(C)C)[N:21]=3)[CH:13]=[CH:12][N:11]=2)[CH2:6][CH2:5][O:4][CH2:3][CH2:2]1>ClCCl.FC(F)(F)C(O)=O>[NH:35]1[C:34]2[CH:44]=[CH:45][CH:46]=[CH:47][C:33]=2[N:32]=[C:31]1[C:18]1[C:19](=[O:30])[NH:20][N:21]=[C:16]([C:14]2[CH:13]=[CH:12][N:11]=[C:10]([NH:9][CH2:8][CH2:7][N:1]3[CH2:6][CH2:5][O:4][CH2:3][CH2:2]3)[N:15]=2)[CH:17]=1. Reported procedure: 88 mg of 6-[2-(2-morpholin-4-ylethylamino)pyrimidin-4-yl]-2-(2-trimethylsilanyl-ethoxymethyl)-4-[1-(2-trimethylsilanylethoxymethyl)-1H-benzimidazol-2-yl]-2H-pyridazin-3-one are dissolved in 2 ml of a 1:1 mixture of dichloromethane and trifluoroacetic acid, and the mixture is stirred at room temperature for 2 hours. The volatile components are then distilled off, the residue is dissolved in 1 ml of methanol, and 1 ml of a two molar aqueous sodium hydroxide solution is added. The solution is stirr... The reactants are CC1(C)Oc2ccc(C#N)cc2C2OC21, O=C1Nc2ccc(Cl)cc2C1=O. Reaction SMILES: [CH3:1][C:2]1([CH3:15])[CH:3]2[CH:4]([c:5]3[cH:6][c:7]([C:12]#[N:13])[cH:8][cH:9][c:10]3[O:11]1)[O:14]2.[Cl:16][c:17]1[cH:18][c:19]2[c:23]([cH:24][cH:25]1)[NH:22][C:21](=[O:26])[C:20]2=[O:27]>>[CH3:1][C:2]1([CH3:15])[CH:3]([OH:14])[CH:4]([N:22]2[C:21](=[O:26])[C:20](=[O:27])[c:19]3[cH:18][c:17]([Cl:16])[cH:25][cH:24][c:23]32)[c:5]2[cH:6][c:7]([C:12]#[N:13])[cH:8][cH:9][c:10]2[O:11]1. The product is CC1(C)Oc2ccc(C#N)cc2C(N2C(=O)C(=O)c3cc(Cl)ccc32)C1O. Starting materials: C(C1=CC=CC=C1)OC(=O)N1[C@H](CCC1)C(=O)NC[C@@H]1CN(CCC1)C(=O)OC(C)(C)C ((2R)-1-benzyloxycarbonyl-N-({(3R)-1-(tert-butoxycarbonyl)-3-piperidyl}methyl)pyrrolidine-2-carboxamide). The reagents and catalysts are [OH-].[Pd+2].[OH-].[C] (palladium hydroxide carbon). The solvent is CO (methanol), [H][H] (hydrogen). Run at time 5 hour. Product: C(C)(C)(C)OC(=O)N1C[C@H](CCC1)CNC(=O)[C@@H]1NCCC1 ((2R)-N-({(3R)-1-(tert-butoxycarbonyl)-3-piperidyl}methyl)-pyrrolidine-2-carboxamide). The yield is 102.3%. Reaction SMILES: C(OC([N:11]1[CH2:15][CH2:14][CH2:13][C@@H:12]1[C:16]([NH:18][CH2:19][C@H:20]1[CH2:25][CH2:24][CH2:23][N:22]([C:26]([O:28][C:29]([CH3:32])([CH3:31])[CH3:30])=[O:27])[CH2:21]1)=[O:17])=O)C1C=CC=CC=1>CO.[OH-].[Pd+2].[OH-].[C].[H][H]>[C:29]([O:28][C:26]([N:22]1[CH2:23][CH2:24][CH2:25][C@H:20]([CH2:19][NH:18][C:16]([C@H:12]2[CH2:13][CH2:14][CH2:15][NH:11]2)=[O:17])[CH2:21]1)=[O:27])([CH3:32])([CH3:30])[CH3:31] |f:2.3.4.5|. Procedure details: To a solution of 2.49 g of (2R)-1-benzyloxycarbonyl-N-({(3R)-1-(tert-butoxycarbonyl)-3-piperidyl}methyl)pyrrolidine-2-carboxamide in 20 ml of methanol, 15 mg of 20% palladium hydroxide-carbon catalyst was added, followed by 5 hours' stirring in hydrogen atmosphere. After filtering the catalyst off, the solvent was distilled off under reduced pressure to provide 1.78 g of the title compound. Starting materials: [Br-], c1ccc(C[P+](c2ccccc2)(c2ccccc2)c2ccccc2)cc1, C1CCOC1, C[Si](C)(C)[N-][Si](C)(C)C, CCS(=O)(=O)N(Cc1cccnc1)c1cccc(C=O)c1, [K+]. Yields the product CCS(=O)(=O)N(Cc1cccnc1)c1cccc(C=Cc2ccccc2)c1. RXN SMILES: [Br-:1].[CH2:2]([c:3]1[cH:4][cH:5][cH:6][cH:7][cH:8]1)[P+:9]([c:10]1[cH:11][cH:12][cH:13][cH:14][cH:15]1)([c:16]1[cH:17][cH:18][cH:19][cH:20][cH:21]1)[c:22]1[cH:23][cH:24][cH:25][cH:26][cH:27]1.[CH2:59]1[O:60][CH2:61][CH2:62][CH2:63]1.[CH3:28][Si:29]([N-:30][Si:31]([CH3:32])([CH3:33])[CH3:34])([CH3:35])[CH3:36].[CH:38](=[O:39])[c:40]1[cH:41][c:42]([N:46]([S:47](=[O:48])(=[O:49])[CH2:50][CH3:51])[CH2:52][c:53]2[cH:54][n:55][cH:56][cH:57][cH:58]2)[cH:43][cH:44][cH:45]1.[K+:37]>>[CH:2]([c:3]1[cH:4][cH:5][cH:6][cH:7][cH:8]1)=[CH:38][c:40]1[cH:41][c:42]([N:46]([S:47](=[O:48])(=[O:49])[CH2:50][CH3:51])[CH2:52][c:53]2[cH:54][n:55][cH:56][cH:57][cH:58]2)[cH:43][cH:44][cH:45]1.